This data is from the Open Reaction Database (ORD), a public repository of structured organic reaction records. The task is: describe an organic reaction: reactants, conditions, products, and yield Yields the product FC1=CC=C(OC=2C=C(C(=O)OC3=CC=C(C=C3)C(C(=O)O)(C)C)C=C(C2)NC(=O)N2CCC(CC2)(CC(C)C)O)C=C1 (2-(4-{[3-(4-fluorophenoxy)-5-{[(4-hydroxy-4-isobutyl-1-piperidinyl)carbonyl]amino}benzoyl]oxy}phenyl)-2-methylpropanoic acid). Run at time 8 hour. The reactants are C=1C=CC2=C(C1)N=NN2O (HOBt), C(C)(C)N(CC)C(C)C (diisopropylethylamine), OC1=CC=C(C=C1)C(C(=O)OCC1=CC=CC=C1)(C)C (benzyl 2-(4-hydroxyphenyl)-2-methylpropanoate), FC1=CC=C(OC=2C=C(C(=O)O)C=C(C2)NC(=O)N2CCC(CC2)(CC(C)C)O)C=C1 (3-(4-fluorophenoxy)-5-{[(4-hydroxy-4-isobutyl-1-piperidinyl)carbonyl]amino}benzoic acid). Procedure details: Under an argon atmosphere, the compound prepared in Example 37 (75 mg) was dissolved in DMF (1 mL), added with EDC (55.5 mg), HOBt (39.1 mg), diisopropylethylamine (0.05 mL) and benzyl 2-(4-hydroxyphenyl)-2-methylpropanoate (56.5 mg) and stirred overnight at room temperature. The reaction solution was diluted with ethyl acetate, sequentially washed with water and a saturated sodium chloride solution and dried over anhydrous magnesium sulphate before distillation of the solvent. The resulting res... As a reaction SMILES: [F:1][C:2]1[CH:31]=[CH:30][C:5]([O:6][C:7]2[CH:8]=[C:9]([CH:13]=[C:14]([NH:16][C:17]([N:19]3[CH2:24][CH2:23][C:22]([OH:29])([CH2:25][CH:26]([CH3:28])[CH3:27])[CH2:21][CH2:20]3)=[O:18])[CH:15]=2)[C:10]([OH:12])=[O:11])=[CH:4][CH:3]=1.C1C=CC2N(O)N=NC=2C=1.C(N(C(C)C)CC)(C)C.O[C:52]1[CH:57]=[CH:56][C:55]([C:58]([CH3:70])([CH3:69])[C:59]([O:61]CC2C=CC=CC=2)=[O:60])=[CH:54][CH:53]=1>CN(C=O)C.C(OCC)(=O)C.C(Cl)CCl>[F:1][C:2]1[CH:31]=[CH:30][C:5]([O:6][C:7]2[CH:8]=[C:9]([CH:13]=[C:14]([NH:16][C:17]([N:19]3[CH2:20][CH2:21][C:22]([OH:29])([CH2:25][CH:26]([CH3:27])[CH3:28])[CH2:23][CH2:24]3)=[O:18])[CH:15]=2)[C:10]([O:12][C:52]2[CH:57]=[CH:56][C:55]([C:58]([CH3:70])([CH3:69])[C:59]([OH:61])=[O:60])=[CH:54][CH:53]=2)=[O:11])=[CH:4][CH:3]=1. Run in C(CCl)Cl (EDC), CN(C)C=O (DMF), C(C)(=O)OCC (ethyl acetate). Isolated yield 57.2%. Reactants: C1COCCN1, O=Cc1ccc(C(=O)N2CCN(C3CC3)CC2)cc1, ClCCCl, [Na+], [OH-], O. Product: O=C(c1ccc(CN2CCOCC2)cc1)N1CCN(C2CC2)CC1. RXN SMILES: [CH2:20]1[CH2:21][O:22][CH2:23][CH2:24][NH:25]1.[CH:1]1([N:4]2[CH2:5][CH2:6][N:7]([C:10](=[O:11])[c:12]3[cH:13][cH:14][c:15]([CH:16]=[O:17])[cH:18][cH:19]3)[CH2:8][CH2:9]2)[CH2:2][CH2:3]1.[Cl:29][CH2:30][CH2:31][Cl:32].[Na+:28].[OH-:27].[OH2:26]>>[CH:1]1([N:4]2[CH2:5][CH2:6][N:7]([C:10](=[O:11])[c:12]3[cH:13][cH:14][c:15]([CH2:16][N:25]4[CH2:20][CH2:21][O:22][CH2:23][CH2:24]4)[cH:18][cH:19]3)[CH2:8][CH2:9]2)[CH2:2][CH2:3]1. Starting materials: CNC1=CC=C(C=C1)CC(=O)OCC (N-methyl-4-ethoxycarbonylmethylaniline), ClC(C1=C(CBr)C=C(C=C1)Cl)(Cl)Cl (2-trichloromethyl-5-chlorobenzylbromide), C([O-])([O-])=O.[K+].[K+] (potassium carbonate). The solvent is CC(=O)C (acetone). The product is CN(C1=CC=C(C=C1)CC(=O)OCC)CC1=C(C=CC(=C1)Cl)C(Cl)(Cl)Cl (N-methyl-N-(2-trichloromethyl-5-chlorobenzyl)-4-ethoxycarbonylmethylaniline). The yield is 49.8%. Reaction SMILES: [CH3:1][NH:2][C:3]1[CH:8]=[CH:7][C:6]([CH2:9][C:10]([O:12][CH2:13][CH3:14])=[O:11])=[CH:5][CH:4]=1.[Cl:15][C:16]([Cl:27])([Cl:26])[C:17]1[CH:24]=[CH:23][C:22]([Cl:25])=[CH:21][C:18]=1[CH2:19]Br.C(=O)([O-])[O-].[K+].[K+]>CC(C)=O>[CH3:1][N:2]([CH2:19][C:18]1[CH:21]=[C:22]([Cl:25])[CH:23]=[CH:24][C:17]=1[C:16]([Cl:26])([Cl:15])[Cl:27])[C:3]1[CH:4]=[CH:5][C:6]([CH2:9][C:10]([O:12][CH2:13][CH3:14])=[O:11])=[CH:7][CH:8]=1 |f:2.3.4|. Reported procedure: N-methyl-4-ethoxycarbonylmethylaniline (5.8 g) and 2-trichloromethyl-5-chlorobenzylbromide (9.7 g) were dissolved in acetone (50 g), and anhydrous potassium carbonate (4.2 g) was added to the solution. The mixture was heated for 3 days with stirring. Then, the inorganic material was removed by filtration, and the solvent was distilled off. The residue was purified by liquid chromatography using a silica gel column to obtain N-methyl-N-(2-trichloromethyl-5-chlorobenzyl)-4-ethoxycarbonylmethylanil... The reactants are CC1CC2=C(N=C(NC2=O)SC)C1 (6-methyl-2-(methylthio)-6,7-dihydro-3H-cyclopenta[d]pyrimidin-4(5H)-one), P(=O)(Cl)(Cl)Cl (phosphorous oxychloride). The product is ClC=1C2=C(N=C(N1)SC)CC(C2)C (4-chloro-6-methyl-2-(methylthio)-6,7-dihydro-5H-cyclopenta[d]pyrimidine). Yield: 12.0%. As a reaction SMILES: [CH3:1][CH:2]1[CH2:13][C:5]2[N:6]=[C:7]([S:11][CH3:12])[NH:8][C:9](=O)[C:4]=2[CH2:3]1.P(Cl)(Cl)([Cl:16])=O>>[Cl:16][C:9]1[C:4]2[CH2:3][CH:2]([CH3:1])[CH2:13][C:5]=2[N:6]=[C:7]([S:11][CH3:12])[N:8]=1. Procedure details: A solution of 6-methyl-2-(methylthio)-6,7-dihydro-3H-cyclopenta[d]pyrimidin-4(5H)-one (0.19 g, 0.97 mmol) in phosphorous oxychloride (5.0 mL) was heated to 95° C. for 1 hour. After cooling the reaction was concentrated, and the residue dissolved in ethyl acetate (50 mL) and washed with cold water (25 mL), 0.1 M aqueous sodium hydroxide (25 mL) and brine (20 mL). The organic phase was dried over anhydrous sodium sulfate, filtered and concentrated. The residue was chromatographed on silica gel (di... The reactants are S(O)(O)(=O)=O (sulfuric acid), ice, BrC1=CC(=C(C=C1C(C)CC)S(=O)(=O)Cl)C(C)CC (4-bromo-2,5-di-sec-butylbenzenesulfonyl chloride). The reagents and catalysts are [Zn] (zinc). Yields the product BrC1=CC(=C(C=C1C(C)CC)S)C(C)CC (4-bromo-2,5-di-sec-butylbenzenethiol). Yield: 80.4%. As a reaction SMILES: S(=O)(=O)(O)O.[Br:6][C:7]1[C:12]([CH:13]([CH2:15][CH3:16])[CH3:14])=[CH:11][C:10]([S:17](Cl)(=O)=O)=[C:9]([CH:21]([CH2:23][CH3:24])[CH3:22])[CH:8]=1>[Zn]>[Br:6][C:7]1[C:12]([CH:13]([CH2:15][CH3:16])[CH3:14])=[CH:11][C:10]([SH:17])=[C:9]([CH:21]([CH2:23][CH3:24])[CH3:22])[CH:8]=1. Reported procedure: A 128-ml portion of concentrated sulfuric acid was added to 300 g of ice while keeping the temperature at 0°-10°C. Then 41 g of 4-bromo-2,5-di-sec-butylbenzenesulfonyl chloride was added. While maintaining the temperature at 0°-10°C, 65 g of zinc dust was added with good agitation over a period of 2 hours. The reaction mixture was then heated under reflux on a steam bath for 5 hours. After cooling, the mixture was extracted into methylene dichloride, dried over magnesium sulfate, filtered, and c... Reported procedure: To a solution of N-[1-(3-cyanopropyl)-4-(3-methoxyphenyl)-l,2-dihydro-2-oxo-1,8-naphthyridin-3-yl]-N'-(2,6-diisopropylphenyl)urea (100 mg, 0.19 mmol) in methanol-acetone (3 ml) were added 10% aqueous sodium carbonate solution (1 ml) and 30% hydrogen peroxide (1 ml), and the mixture was stirred at room temperature for three hours. The mixture was poured into water, and extracted with ethyl acetate. The extract was washed with a saturated aqueous sodium chloride solution, and dried over anhydrous ... Reaction conditions: time 3 hour. Starting materials: C(#N)CCCN1C(C(=C(C2=CC=CN=C12)C1=CC(=CC=C1)OC)NC(=O)NC1=C(C=CC=C1C(C)C)C(C)C)=O (N-[1-(3-cyanopropyl)-4-(3-methoxyphenyl)-l,2-dihydro-2-oxo-1,8-naphthyridin-3-yl]-N'-(2,6-diisopropylphenyl)urea), C([O-])([O-])=O.[Na+].[Na+] (sodium carbonate), OO (hydrogen peroxide), O (water). Yields the product NC(=O)CCCN1C(C(=C(C2=CC=CN=C12)C1=CC(=CC=C1)OC)NC(=O)NC1=C(C=CC=C1C(C)C)C(C)C)=O (N-[1-(3-aminocarbonylpropyl)-4-(3-methoxyphenyl)-1,2-dihydro-2-oxo-1,8-naphthyridin-3-yl]-N'-(2,6-diisopropylphenyl)urea). Reaction SMILES: [C:1]([CH2:3][CH2:4][CH2:5][N:6]1[C:15]2[C:10](=[CH:11][CH:12]=[CH:13][N:14]=2)[C:9]([C:16]2[CH:21]=[CH:20][CH:19]=[C:18]([O:22][CH3:23])[CH:17]=2)=[C:8]([NH:24][C:25]([NH:27][C:28]2[C:33]([CH:34]([CH3:36])[CH3:35])=[CH:32][CH:31]=[CH:30][C:29]=2[CH:37]([CH3:39])[CH3:38])=[O:26])[C:7]1=[O:40])#[N:2].C(=O)([O-])[O-:42].[Na+].[Na+].OO.O>CO.CC(C)=O>[NH2:2][C:1]([CH2:3][CH2:4][CH2:5][N:6]1[C:15]2[C:10](=[CH:11][CH:12]=[CH:13][N:14]=2)[C:9]([C:16]2[CH:21]=[CH:20][CH:19]=[C:18]([O:22][CH3:23])[CH:17]=2)=[C:8]([NH:24][C:25]([NH:27][C:28]2[C:29]([CH:37]([CH3:39])[CH3:38])=[CH:30][CH:31]=[CH:32][C:33]=2[CH:34]([CH3:36])[CH3:35])=[O:26])[C:7]1=[O:40])=[O:42] |f:1.2.3,6.7|. Run in CO.CC(=O)C (methanol acetone). Starting materials: FC1=CC=C(C=C1)C=1C2=C(SC1)C=C(C=C2)C#CCCCO (5-[3-(4-Fluoro-phenyl)-benzo[b]thiophen-6-yl]-pent-4-yn-1-ol), CNC (Dimethylamine). Yields the product FC1=CC=C(C=C1)C=1C2=C(SC1)C=C(C=C2)C#CCCCN(C)C ({5-[3-(4-Fluoro-phenyl)-benzo[b]thiophen-6-yl]-pent-4-ynyl}-dimethyl-amine). RXN SMILES: [F:1][C:2]1[CH:7]=[CH:6][C:5]([C:8]2[C:9]3[CH:16]=[CH:15][C:14]([C:17]#[C:18][CH2:19][CH2:20][CH2:21]O)=[CH:13][C:10]=3[S:11][CH:12]=2)=[CH:4][CH:3]=1.[CH3:23][NH:24][CH3:25]>>[F:1][C:2]1[CH:7]=[CH:6][C:5]([C:8]2[C:9]3[CH:16]=[CH:15][C:14]([C:17]#[C:18][CH2:19][CH2:20][CH2:21][N:24]([CH3:25])[CH3:23])=[CH:13][C:10]=3[S:11][CH:12]=2)=[CH:4][CH:3]=1. Procedure: In analogy to example 19.1, 5-[3-(4-Fluoro-phenyl)-benzo[b]thiophen-6-yl]-pent-4-yn-1-ol and Dimethylamine were converted to yield {5-[3-(4-Fluoro-phenyl)-benzo[b]thiophen-6-yl]-pent-4-ynyl}-dimethyl-amine as light brown semisolid, MS: 338 (MH+). Starting materials: C(C)(=O)OC1C(C(CC1N1C(=NC2=C1C=C(C(=C2)Cl)Cl)Br)C)OC(C)=O (5-(2-Bromo-5,6-dichloro-1H-benzimidazol-1-yl)-3-methyl-1,2-cyclopentanediyl diacetate), C1(CC1)N (cyclopropylamine), [OH-].[Na+] (sodium hydroxide). The solvent is COC(C)O (methoxyethanol). The product is ClC1=CC2=C(N(C(=N2)NC2CC2)C2CC(C(C2O)O)C)C=C1Cl (5-[5,6-dichloro-2-(cyclopropylamino)-1H-benzimidazol-1-yl]-3-methyl-1,2-cyclopentanediol). Isolated yield 64.0%. As a reaction SMILES: C([O:4][CH:5]1[CH:9]([N:10]2[C:14]3[CH:15]=[C:16]([Cl:20])[C:17]([Cl:19])=[CH:18][C:13]=3[N:12]=[C:11]2Br)[CH2:8][CH:7]([CH3:22])[CH:6]1[O:23]C(=O)C)(=O)C.[CH:27]1([NH2:30])[CH2:29][CH2:28]1.[OH-].[Na+]>COC(O)C>[Cl:19][C:17]1[C:16]([Cl:20])=[CH:15][C:14]2[N:10]([CH:9]3[CH:5]([OH:4])[CH:6]([OH:23])[CH:7]([CH3:22])[CH2:8]3)[C:11]([NH:30][CH:27]3[CH2:29][CH2:28]3)=[N:12][C:13]=2[CH:18]=1 |f:2.3|. Reported procedure: (±)-(1R*, 2S*, 3R*, 5S*)-5-(2-Bromo-5,6-dichloro-1H-benzimidazol-1-yl)-3-methyl-1,2-cyclopentanediyl diacetate (Part D, 350 mg, 0.75 mmole) and cyclopropylamine (Aldrich, 0.53 mL) were refluxed in methoxyethanol (5 mL) for 5 hours. 1 N sodium hydroxide (0.75 mL) was added to the cooled reaction mixture and volatiles were evaporated in vacuo. The residue was chromatographed on silica gel. Product was eluted with 5% methanol-chloroform. Recrystallization from methanol-ethyl acetate gave (±)-(1R*, ... Starting materials: CN.CO (methylamine methanol), BrCC(C(=O)OCC)=C (ethyl 2-(bromomethyl)acrylate), C1COC2(CCC(CC2)=O)O1 (1,4-cyclohexandione monoethylene ketal). The solvent is C1(=CC=CC=C1)C (toluene), C1(=CC=CC=C1)C (toluene), C1(=CC=CC=C1)C (toluene). Product: CN1CC(CC=2CC3(CCC12)OCCO3)C(=O)OCC (Ethyl 1′-methyl-2′,3′,4′,5′,7′,8′-hexahydro-1′H-spiro[1,3-dioxolane-2,6′-quinoline]-3′-carboxylate). Reaction SMILES: Br[CH2:2][C:3](=[CH2:9])[C:4]([O:6][CH2:7][CH3:8])=[O:5].[CH3:10][NH2:11].CO.[CH2:14]1[O:24][C:17]2([CH2:22][CH2:21][C:20](=O)[CH2:19][CH2:18]2)[O:16][CH2:15]1>C1(C)C=CC=CC=1>[CH3:10][N:11]1[C:20]2[CH2:21][CH2:22][C:17]3([O:24][CH2:14][CH2:15][O:16]3)[CH2:18][C:19]=2[CH2:9][CH:3]([C:4]([O:6][CH2:7][CH3:8])=[O:5])[CH2:2]1 |f:1.2|. Reported procedure: To a mixture of ethyl 2-(bromomethyl)acrylate (20.42 g) and toluene (320 mL) was added dropwise a mixture of a 40% methylamine-methanol solution (240.1 mL) and toluene (80 mL) under ice cooling while stirring. The mixture was stirred for 3 minutes. To the mixture was added a mixture of 1,4-cyclohexandione monoethylene ketal (14.00 g) and toluene (100 mL) under the same conditions. The mixture was refluxed with the Dean-Stark apparatus for 4.5 hours. After cooling to room temperature, the mixture... The reactants are CCOC(=O)N1CCC(CCC(=O)O)CC1, ClC(Cl)Cl, O=S(Cl)Cl. Yields the product CCOC(=O)N1CCC(CCC(=O)Cl)CC1. Reaction SMILES: [CH2:1]([CH3:2])[O:3][C:4](=[O:5])[N:6]1[CH2:7][CH2:8][CH:9]([CH2:12][CH2:13][C:14](=[O:15])[OH:16])[CH2:10][CH2:11]1.[Cl:21][CH:22]([Cl:23])[Cl:24].[S:17]([Cl:18])([Cl:19])=[O:20]>>[CH2:1]([CH3:2])[O:3][C:4](=[O:5])[N:6]1[CH2:7][CH2:8][CH:9]([CH2:12][CH2:13][C:14](=[O:16])[Cl:19])[CH2:10][CH2:11]1.